This data is from the Open Reaction Database (ORD), a public repository of structured organic reaction records. The task is: describe an organic reaction: reactants, conditions, products, and yield Reactants: COC=1C=C(COC2=NN(C=C2/C=C/C(=O)OCC)C2=CC=C(C=C2)C(F)(F)F)C=CC1OCC=1N=C(OC1C)C1=CC=CC=C1 (ethyl (2E)-3-{3-({3-methoxy-4-[(5-methyl-2-phenyl-1,3-oxazol-4-yl)methoxy]benzyl}oxy)-1-[4-(trifluoromethyl)phenyl]-1H-pyrazol-4-yl}-2-propenoate), [H-].C(C(C)C)[Al+]CC(C)C (diisobutylaluminum hydride), O.O.O.O.O.O.O.O.O.O.S(=O)(=O)([O-])[O-].[Na+].[Na+] (Sodium sulfate decahydrate). Solvent: O1CCCC1 (tetrahydrofuran). Reaction conditions: time 1 hour. The product is COC=1C=C(COC2=NN(C=C2/C=C/CO)C2=CC=C(C=C2)C(F)(F)F)C=CC1OCC=1N=C(OC1C)C1=CC=CC=C1 ((2E)-3-{3-({3-methoxy-4-[(5-methyl-2-phenyl-1,3-oxazol-4-yl)methoxy]benzyl}oxy)-1-[4-(trifluoromethyl)phenyl]-1H-pyrazol-4-yl}-2-propen-1-ol). As a reaction SMILES: [CH3:1][O:2][C:3]1[CH:4]=[C:5]([CH:30]=[CH:31][C:32]=1[O:33][CH2:34][C:35]1[N:36]=[C:37]([C:41]2[CH:46]=[CH:45][CH:44]=[CH:43][CH:42]=2)[O:38][C:39]=1[CH3:40])[CH2:6][O:7][C:8]1[C:12](/[CH:13]=[CH:14]/[C:15](OCC)=[O:16])=[CH:11][N:10]([C:20]2[CH:25]=[CH:24][C:23]([C:26]([F:29])([F:28])[F:27])=[CH:22][CH:21]=2)[N:9]=1.[H-].C([Al+]CC(C)C)C(C)C.O.O.O.O.O.O.O.O.O.O.S([O-])([O-])(=O)=O.[Na+].[Na+]>O1CCCC1>[CH3:1][O:2][C:3]1[CH:4]=[C:5]([CH:30]=[CH:31][C:32]=1[O:33][CH2:34][C:35]1[N:36]=[C:37]([C:41]2[CH:46]=[CH:45][CH:44]=[CH:43][CH:42]=2)[O:38][C:39]=1[CH3:40])[CH2:6][O:7][C:8]1[C:12](/[CH:13]=[CH:14]/[CH2:15][OH:16])=[CH:11][N:10]([C:20]2[CH:21]=[CH:22][C:23]([C:26]([F:27])([F:29])[F:28])=[CH:24][CH:25]=2)[N:9]=1 |f:1.2,3.4.5.6.7.8.9.10.11.12.13.14.15|. Procedure details: To a solution of ethyl (2E)-3-{3-({3-methoxy-4-[(5-methyl-2-phenyl-1,3-oxazol-4-yl)methoxy]benzyl}oxy)-1-[4-(trifluoromethyl)phenyl]-1H-pyrazol-4-yl}-2-propenoate (0.507 g) in tetrahydrofuran (50 mL) was added diisobutylaluminum hydride (0.95 M hexane solution, 7.0 mL) at room temperature, and the mixture was stirred at room temperature for 1 hr. Sodium sulfate decahydrate (2.14 g) was added to the reaction mixture, and the mixture was further stirred for 2 hrs. After removing the precipitate by... As a reaction SMILES: [F:1][C:2]1[C:11]([F:12])=[CH:10][C:5]([C:6]([NH:8][CH3:9])=[O:7])=[C:4]([N+:13]([O-])=O)[CH:3]=1.[H][H]>CO.[Pd]>[NH2:13][C:4]1[CH:3]=[C:2]([F:1])[C:11]([F:12])=[CH:10][C:5]=1[C:6]([NH:8][CH3:9])=[O:7]. Run in CO (methanol). Yields the product NC1=C(C(=O)NC)C=C(C(=C1)F)F (2-Amino-4,5-difluoro-N-methylbenzamide). Reaction conditions: time 8 hour. The reagents and catalysts are [Pd] (Pd/C). Reactants: FC1=CC(=C(C(=O)NC)C=C1F)[N+](=O)[O-] (4,5-difluoro-N-methyl-2-nitrobenzamide), [H][H] (hydrogen), [H][H] (hydrogen). Reported procedure: To 4,5-difluoro-N-methyl-2-nitrobenzamide (1.33 g, 6.15 mmol) in methanol (50 mL) was added Pd/C (10% Pd in carbon, 200 mg, 15 wt %) under argon. A hydrogen balloon was used as hydrogen source. The reaction was stirred at room temperature overnight. The mixture was filtered through celite and the celite pad was washed several times. The solvent was removed the crude was purified by silica gel chromatography to obtain the desired product (quantitative yield). Starting materials: COC=1C=NC=CC1C(C)=O (3-methoxy-4-acetylpyridine), Br.[NH+]1=CC=CC=C1 (pyridinium hydrobromide), Br (hydrobromic acid). Run in C(C)(=O)O (acetic acid), C(C)(=O)O (acetic acid), C(C)(=O)O (acetic acid). Run at time 4 hour. Product: Br.BrCC(=O)C1=C(C=NC=C1)OC (α-bromo-3-methoxy-4-acetylpyridine hydrobromide). Reaction SMILES: [BrH:1].[NH+]1C=CC=CC=1.Br.[CH3:9][O:10][C:11]1[CH:12]=[N:13][CH:14]=[CH:15][C:16]=1[C:17](=[O:19])[CH3:18]>C(O)(=O)C>[BrH:1].[Br:1][CH2:18][C:17]([C:16]1[CH:15]=[CH:14][N:13]=[CH:12][C:11]=1[O:10][CH3:9])=[O:19] |f:0.1,5.6|. Reported procedure: A solution of pyridinium hydrobromide perbromide (2.33 g, 0.0073 mol) in acetic acid (20 mL) containing 31% hydrobromic acid in acetic acid (1.85 mL) was stirred at room temperature for four hours. The mixture was cooled to 17° C. and a solution of 3-methoxy-4-acetylpyridine (1.02 g, 0.0062 mol) in acetic acid (5 mL) was added. The cooling bath was removed and after about thirty minutes a yellow solid was deposited. Ether (25 mL) was added and the crude α-bromo-3-methoxy-4-acetylpyridine hydrobr... Reactants: C1(=CC=CC=C1)SC1(CC1)OC1=C(C=C(C=C1)OC(F)(F)F)[N+](=O)[O-] (2-(1-phenylthiocycloprop-1-yl)oxy-5-(trifluoromethoxy)nitrobenzene). The reagents and catalysts are [Fe] (Iron). Solvent: O (water), C(C)(=O)O (acetic acid). Run at temperature 80 celsius, time 8 hour. Yields the product C1(=CC=CC=C1)SC1(CC1)OC1=C(C=C(C=C1)OC(F)(F)F)N (2-(1-Phenylthiocycloprop-1-yl)oxy-5-(trifluoromethoxy)benzeneamine). Yield: 77.9%. RXN SMILES: [C:1]1([S:7][C:8]2([O:11][C:12]3[CH:17]=[CH:16][C:15]([O:18][C:19]([F:22])([F:21])[F:20])=[CH:14][C:13]=3[N+:23]([O-])=O)[CH2:10][CH2:9]2)[CH:6]=[CH:5][CH:4]=[CH:3][CH:2]=1>O.C(O)(=O)C.[Fe]>[C:1]1([S:7][C:8]2([O:11][C:12]3[CH:17]=[CH:16][C:15]([O:18][C:19]([F:20])([F:21])[F:22])=[CH:14][C:13]=3[NH2:23])[CH2:9][CH2:10]2)[CH:2]=[CH:3][CH:4]=[CH:5][CH:6]=1. Procedure details: Iron powder (13.5 g, 241 mmol) was added to a suspension of 2-(1-phenylthiocycloprop-1-yl)oxy-5-(trifluoromethoxy)nitrobenzene (Description 4, 11.27 g, 30.1 mmol) in water (300 mL) and acetic acid (75 mL) and the mixture was stirred at 80° C. overnight. The mixture was cooled and filtered through celite, washing with ether. The filtrate was extracted with ether, the combined organic fractions were washed with aqueous sodium hydroxide (1M), dried (MgSO4), and the solvent was evaporated under redu...